From a dataset of the Open Reaction Database (ORD), a public repository of structured organic reaction records. describe an organic reaction: reactants, conditions, products, and yield The reactants are CC(CCl)OCc1ccccc1, [H-], [Na+], O=C1CCCC1, C1CCOC1. The product is CC(CC1CCCC1=O)OCc1ccccc1. As a reaction SMILES: [CH2:7]([c:8]1[cH:9][cH:10][cH:11][cH:12][cH:13]1)[O:14][CH:15]([CH2:16][Cl:17])[CH3:18].[H-:19].[Na+:20].[O:1]=[C:2]1[CH2:3][CH2:4][CH2:5][CH2:6]1.[O:21]1[CH2:22][CH2:23][CH2:24][CH2:25]1>>[O:1]=[C:2]1[CH:3]([CH2:16][CH:15]([O:14][CH2:7][c:8]2[cH:9][cH:10][cH:11][cH:12][cH:13]2)[CH3:18])[CH2:4][CH2:5][CH2:6]1. Starting materials: ClC1=C2C(NC=N1)=NC=C2 (4-chloropyrrolo[2,3-d]pyrimidine), C(C1=CC=CC=C1)N1CC(C(CC1)C)NC ((1-Benzyl-4-methyl-piperidin-3-yl)-methyl-amine). Run in C(C)N(CC)CC (triethylamine). The product is C(C1=CC=CC=C1)N1CC(C(CC1)C)N(C=1C2=C(N=CN1)NC=C2)C ((1-Benzyl-4-methyl-piperidin-3-yl)-methyl-(7H-pyrrolo[2,3-d]pyrimidin-4-yl)-amine). Isolated yield 37.5%. Reaction SMILES: Cl[C:2]1[N:7]=[CH:6][NH:5][C:4]2=[N:8][CH:9]=[CH:10][C:3]=12.[CH2:11]([N:18]1[CH2:23][CH2:22][CH:21]([CH3:24])[CH:20]([NH:25][CH3:26])[CH2:19]1)[C:12]1[CH:17]=[CH:16][CH:15]=[CH:14][CH:13]=1>C(N(CC)CC)C>[CH2:11]([N:18]1[CH2:23][CH2:22][CH:21]([CH3:24])[CH:20]([N:25]([CH3:26])[C:2]2[C:3]3[CH:10]=[CH:9][NH:8][C:4]=3[N:5]=[CH:6][N:7]=2)[CH2:19]1)[C:12]1[CH:13]=[CH:14][CH:15]=[CH:16][CH:17]=1. Procedure details: A mixture of 4-chloropyrrolo[2,3-d]pyrimidine (2.4 grams, 15.9 mmol), prepared by the method of Davoll, J. Am. Chem. Soc., (1960), 82, 131, the product from Method F (1.7 grams, 7.95 mmol) and 10 mL of triethylamine were heated in a sealed tube at 100° C. for 4 days. After cooling to room temperature and concentration under reduced pressure, the residue was purified by flash chromatography (silica; 3% methanol in dichloromethane) affording 1.0 grams (38%) of the title compound as a colorless oil... Starting materials: OP(=O)([O-])[O-].[Na+].[Na+] (Sodium phosphate dibasic), OP(=O)(O)[O-].[Na+] (sodium phosphate monobasic), [OH-].[Na+] (sodium hydroxide), C(CN(CC(=O)O)CC(=O)O)N(CC(=O)O)CC(=O)O (EDTA). Solvent: O (DI water), O (DI water), O (DI water). The product is OP(=O)([O-])[O-].[Na+].[Na+] (Sodium phosphate dibasic), [O-]P([O-])(=O)OP(=O)([O-])[O-].[Na+].[Na+].[Na+].[Na+] (sodium diphosphate). RXN SMILES: [OH:1][P:2]([O-:5])([O-:4])=[O:3].[Na+:6].[Na+].[OH:8][P:9]([O-:12])([OH:11])=[O:10].[Na+].C(N(CC(O)=O)CC(O)=O)CN(CC(O)=O)CC(O)=O.[OH-].[Na+]>O>[OH:3][P:2]([O-:5])([O-:4])=[O:1].[Na+:6].[Na+:6].[O-:10][P:9]([O:12][P:2]([O-:4])([O-:3])=[O:1])(=[O:11])[O-:8].[Na+:6].[Na+:6].[Na+:6].[Na+:6] |f:0.1.2,3.4,6.7,9.10.11,12.13.14.15.16|. Reported procedure: Sodium phosphate dibasic (1M Catalog #S-9763 Sigma Aldrich, St. Louis, Mo.) and sodium diphosphate monobasic solutions (1M, Catalog #S-0751, Sigma Aldrich, St. Louis, Mo.) were prepared in DI water. Sodium phosphate dibasic (7.74 mL) and sodium phosphate monobasic (2.26 ml) solutions were mixed into a beaker. DI water (80.0 mL) was added to the beaker and EDTA was dissolved (186.1 mg, Sigma Aldrich, St. Louis, Mo.) in it. The pH was measured on pH meter (Symphony B70P, VWR International, Pittsbu... Starting materials: COc1cccc(Sc2cc(Oc3cccc(Br)c3)cnc2Nc2nc(C3CCCO3)ns2)c1, C1CCOC1, [Cl-], [Li]C, [Li]CCCC, [NH4+]. The product is Cl, COc1cccc(Sc2cc(Oc3ccccc3)cnc2Nc2nc(C3CCCO3)ns2)c1. RXN SMILES: [Br:1][c:2]1[cH:3][c:4]([O:5][c:6]2[cH:7][c:8]([S:23][c:24]3[cH:25][c:26]([O:30][CH3:31])[cH:27][cH:28][cH:29]3)[c:9]([NH:12][c:13]3[n:14][c:15]([CH:18]4[O:19][CH2:20][CH2:21][CH2:22]4)[n:16][s:17]3)[n:10][cH:11]2)[cH:32][cH:33][cH:34]1.[CH2:44]1[O:45][CH2:46][CH2:47][CH2:48]1.[Cl-:42].[Li:35][CH3:36].[Li:37][CH2:38][CH2:39][CH2:40][CH3:41].[NH4+:43]>>[ClH:42].[cH:2]1[cH:3][c:4]([O:5][c:6]2[cH:7][c:8]([S:23][c:24]3[cH:25][c:26]([O:30][CH3:31])[cH:27][cH:28][cH:29]3)[c:9]([NH:12][c:13]3[n:14][c:15]([CH:18]4[O:19][CH2:20][CH2:21][CH2:22]4)[n:16][s:17]3)[n:10][cH:11]2)[cH:32][cH:33][cH:34]1. The reactants are C(C)(C)(C)OC(=O)N[C@@H]([C@H](OCC1=CC=CC=C1)C)C(=O)O (Nα-(tert-butoxycarbonyl)-O-benzyl-L-threonine), Cl.NCCC1=CC(O)=C(O)C=C1 (dopamine hydrochloride). Procedure: The title compound was prepared from Nα-(tert-butoxycarbonyl)-O-benzyl-L-threonine (2.0 g, 6.5 mmol) following the indications of general procedure F using dopamine hydrochloride (2.4 g, 9.7 mmol). The crude material was purified by flash chromatography eluting with 30% EtOAc/CHCl3 to give 2.8 g (98%) of the desired product as white crystals. Isolated yield 120.1%. Product: OC=1C=C(C(=O)N[C@@H]([C@H](OCC2=CC=CC=C2)C)C(=O)NCCC2=CC(O)=C(O)C=C2)C=CC1O (N-[Nα-(3,4-Dihydroxybenzoyl)-O-benzyl-L-threonyl]dopamine). As a reaction SMILES: C(O[C:6]([NH:8][C@H:9]([C:20]([OH:22])=O)[C@@H:10]([CH3:19])[O:11][CH2:12][C:13]1[CH:18]=[CH:17][CH:16]=[CH:15][CH:14]=1)=[O:7])(C)(C)C.Cl.[NH2:24][CH2:25][CH2:26][C:27]1[CH:34]=[CH:33][C:31]([OH:32])=[C:29]([OH:30])[CH:28]=1>>[OH:30][C:29]1[CH:28]=[C:27]([CH:34]=[CH:33][C:31]=1[OH:32])[C:6]([NH:8][C@H:9]([C:20]([NH:24][CH2:25][CH2:26][C:27]1[CH:34]=[CH:33][C:31]([OH:32])=[C:29]([OH:30])[CH:28]=1)=[O:22])[C@@H:10]([CH3:19])[O:11][CH2:12][C:13]1[CH:14]=[CH:15][CH:16]=[CH:17][CH:18]=1)=[O:7] |f:1.2|. Reactants: ClCCl, OCc1ccc2cccnc2c1. The product is O=Cc1ccc2cccnc2c1. Reaction SMILES: [Cl:13][CH2:14][Cl:15].[n:1]1[cH:2][cH:3][cH:4][c:5]2[cH:6][cH:7][c:8]([CH2:11][OH:12])[cH:9][c:10]12>>[n:1]1[cH:2][cH:3][cH:4][c:5]2[cH:6][cH:7][c:8]([CH:11]=[O:12])[cH:9][c:10]12.